Dataset: the Open Reaction Database (ORD), a public repository of structured organic reaction records. Task: describe an organic reaction: reactants, conditions, products, and yield Reactants: COC(=O)c1sc(-c2ccccc2)cc1NC(C)(C)C, O=C(Cl)c1ccc(Cl)cc1Cl, CC(Cl)Cl, N#N. Product: COC(=O)c1sc(-c2ccccc2)cc1N(C(=O)c1ccc(Cl)cc1Cl)C(C)(C)C. RXN SMILES: [CH3:1][O:2][C:3](=[O:4])[c:5]1[s:6][c:7](-[c:15]2[cH:16][cH:17][cH:18][cH:19][cH:20]2)[cH:8][c:9]1[NH:10][C:11]([CH3:12])([CH3:13])[CH3:14].[Cl:23][c:24]1[c:25]([C:26](=[O:27])[Cl:28])[cH:29][cH:30][c:31]([Cl:33])[cH:32]1.[Cl:34][CH:35]([Cl:36])[CH3:37].[N:21]#[N:22]>>[CH3:1][O:2][C:3](=[O:4])[c:5]1[s:6][c:7](-[c:15]2[cH:16][cH:17][cH:18][cH:19][cH:20]2)[cH:8][c:9]1[N:10]([C:11]([CH3:12])([CH3:13])[CH3:14])[C:26]([c:25]1[c:24]([Cl:23])[cH:32][c:31]([Cl:33])[cH:30][cH:29]1)=[O:27]. Starting materials: ClCCCl, CNOC, CCN(C(C)C)C(C)C, Cl, Cl, Nc1ncc(Br)cc1C(=O)O, CN(C)C=O, On1nnc2ccccc21. Yields the product CON(C)C(=O)c1cc(Br)cnc1N. RXN SMILES: [CH2:12]([Cl:13])[CH2:14][Cl:15].[CH3:37][O:38][NH:39][CH3:40].[CH:27]([N:28]([CH:29]([CH3:30])[CH3:31])[CH2:32][CH3:33])([CH3:34])[CH3:35].[ClH:16].[ClH:36].[NH2:1][c:2]1[c:3]([C:4](=[O:5])[OH:6])[cH:7][c:8]([Br:11])[cH:9][n:10]1.[O:41]=[CH:42][N:43]([CH3:44])[CH3:45].[OH:17][n:18]1[c:19]2[c:20]([cH:21][cH:22][cH:23][cH:24]2)[n:25][n:26]1>>[NH2:1][c:2]1[c:3]([C:4](=[O:5])[N:39]([O:38][CH3:37])[CH3:40])[cH:7][c:8]([Br:11])[cH:9][n:10]1. Reactants: polyphosphoric acid, [OH-].[Na+] (sodium hydroxide), CC1=CC=C(NC2=C(C(=O)O)C=C(C(=C2)C(=O)O)NC2=CC=C(C=C2)C)C=C1 (2,5-di(4-methylanilino)terephthalic acid), P(O)(O)(O)=O (phosphoric acid). Reagents/catalysts: S(N)(=O)(=O)N(C1=CC=CC=C1)C1=C(C(=O)O)C=C(C(=C1)C(=O)O)N(C1=CC=CC=C1)S(N)(=O)=O (2,5-di(sulfamoylanilino)terephthalic acid), C(C)N(S(=O)(=O)C1=CC=C(NC2=C(C(=O)O)C=C(C(=C2)C(=O)O)NC2=CC=C(C=C2)S(N(CC)CC)(=O)=O)C=C1)CC (2,5-di[4-(N,N-diethylsulfamoyl)anilino]terephthalic acid). Solvent: CO (methanol). Reaction conditions: temperature 94 celsius, time 5 minute. The product is CC1=CC2=C(C=C1)NC3=CC4=C(C=C3C2=O)NC5=C(C4=O)C=C(C=C5)C (2,9-dimethylquinacridone). The yield is 101.4%. Reaction SMILES: [CH3:1][C:2]1[CH:28]=[CH:27][C:5]([NH:6][C:7]2[CH:15]=[C:14]([C:16]([OH:18])=O)[C:13]([NH:19][C:20]3[CH:25]=[CH:24][C:23]([CH3:26])=[CH:22][CH:21]=3)=[CH:12][C:8]=2[C:9](O)=[O:10])=[CH:4][CH:3]=1.P(=O)(O)(O)O.[OH-].[Na+]>S(N(C1C=C(C(O)=O)C(N(S(=O)(=O)N)C2C=CC=CC=2)=CC=1C(O)=O)C1C=CC=CC=1)(=O)(=O)N.C(N(CC)S(C1C=CC(NC2C=C(C(O)=O)C(NC3C=CC(S(=O)(=O)N(CC)CC)=CC=3)=CC=2C(O)=O)=CC=1)(=O)=O)C.CO>[CH3:1][C:2]1[CH:28]=[CH:27][C:5]2[NH:6][C:7]3[C:8]([C:9](=[O:10])[C:4]=2[CH:3]=1)=[CH:12][C:13]1[NH:19][C:20]2[CH:25]=[CH:24][C:23]([CH3:26])=[CH:22][C:21]=2[C:16](=[O:18])[C:14]=1[CH:15]=3 |f:2.3|. Reported procedure: To 600 g of polyphosphoric acid (117.2%) heated at 89° C. were added 1.2 g of 2,5-di(sulfamoylanilino)terephthalic acid followed by 12.0 g of 2,5-di[4-(N,N-diethylsulfamoyl)anilino]terephthalic acid. The mixture was stirred for five minutes, after which 120 g of 2,5-di(4-methylanilino)terephthalic acid were added over a period of approximately 45 minutes, the temperature being maintained below 105° C. by adjustment of the addition rate. The reaction mixture was held at 105° C. for five hours and... The reactants are C(C)OCC (diethyl ether), NN (Hydrazine), solution, C(C)(C)(C)OC(N[C@@H](CC(CCOCC1=CC=CC=C1)(C)C)CN1C(C2=CC=CC=C2C1=O)=O)=O ([(S)-5-benzyloxy-1-(1,3-dioxo-1,3-dihydro-isoindol-2-ylmethyl)-3,3-dimethyl-pentyl]-carbamic acid tert-butyl ester). Solvent: C1CCOC1 (THF), C(C)O (ethanol). Conditions: temperature 40 celsius, time 1 hour. Yields the product C(C)(C)(C)OC(N[C@@H](CC(CCOCC1=CC=CC=C1)(C)C)CN)=O (((S)-1-Aminomethyl-5-benzyloxy-3,3-dimethyl-pentyl)-carbamic acid tert-butyl ester). RXN SMILES: NN.[C:3]([O:7][C:8](=[O:37])[NH:9][C@H:10]([CH2:25][N:26]1C(=O)C2C(=CC=CC=2)C1=O)[CH2:11][C:12]([CH3:24])([CH3:23])[CH2:13][CH2:14][O:15][CH2:16][C:17]1[CH:22]=[CH:21][CH:20]=[CH:19][CH:18]=1)([CH3:6])([CH3:5])[CH3:4].C(OCC)C>C1COCC1.C(O)C>[C:3]([O:7][C:8](=[O:37])[NH:9][C@H:10]([CH2:25][NH2:26])[CH2:11][C:12]([CH3:24])([CH3:23])[CH2:13][CH2:14][O:15][CH2:16][C:17]1[CH:18]=[CH:19][CH:20]=[CH:21][CH:22]=1)([CH3:4])([CH3:6])[CH3:5]. Procedure: Hydrazine (66.6 ml of a 1M solution in THF, 66.6 mmol) is added to a suspension of [(S)-5-benzyloxy-1-(1,3-dioxo-1,3-dihydro-isoindol-2-ylmethyl)-3,3-dimethyl-pentyl]-carbamic acid tert-butyl ester (4 g, 8.32 mmol) in ethanol (100 ml), and the resulting solution is heated at 40° C. overnight. A fluffy white precipitate forms. The reaction is allowed to cool to room temperature and diethyl ether (100 ml) is added and the resulting white suspension cooled at 0° C. for 30 minutes. The white precipi... Starting materials: Hg, Cl.NC1=NC(=CC(=N1)NC=1C=C(C(=O)NC2=CC=C(C=C2)[N+](=O)[O-])C=CC1)C (3-[(2-Amino-6-methyl-4-pyrimidinyl)amino]-N-(4-nitrophenyl)-benzamide hydrochloride). Reagents/catalysts: [Pd] (Pd/C). Solvent: CO (MeOH). Conditions: time 10 minute. The product is Cl.NC1=NC(=CC(=N1)NC=1C=C(C(=O)NC2=CC=C(C=C2)N)C=CC1)C (3-[(2-Amino-6-methyl-4-pyrimidinyl)amino]-N-(4-aminophenyl)-benzamide hydrochloride). Isolated yield 58.2%. RXN SMILES: [ClH:1].[NH2:2][C:3]1[N:8]=[C:7]([NH:9][C:10]2[CH:11]=[C:12]([CH:25]=[CH:26][CH:27]=2)[C:13]([NH:15][C:16]2[CH:21]=[CH:20][C:19]([N+:22]([O-])=O)=[CH:18][CH:17]=2)=[O:14])[CH:6]=[C:5]([CH3:28])[N:4]=1>[Pd].CO>[ClH:1].[NH2:2][C:3]1[N:8]=[C:7]([NH:9][C:10]2[CH:11]=[C:12]([CH:25]=[CH:26][CH:27]=2)[C:13]([NH:15][C:16]2[CH:21]=[CH:20][C:19]([NH2:22])=[CH:18][CH:17]=2)=[O:14])[CH:6]=[C:5]([CH3:28])[N:4]=1 |f:0.1,4.5|. Procedure details: To a suspension of compound B2 (1.41 g, 3.51 mmol) in (MeOH) 30 (mL) was added 10% Pd/C (20 mg) and hydrogenated under 45 Hg mm for 5 h. The reaction mixture was filtered through a pad of celite and the filtrate was evaporated to dryness. The residue was dissolved in a small volume of MeOH then 1 ml of 1.25M HCl in MeOH was added, stirred 10 min and evaporated to dryness. The residue was recrystallized from MeOH/EtOAc to give B3 (758 mg, 58%); m.p. (MeOH/EtOAc); 1H NMR [(CD3)2SO] δ12.70 (br, 1 H... Starting materials: [C-]#N, CCCc1n[nH]c(C(=O)OCC)c1I, CC[N+](CC)(CC)CC, N#C[Cu]C#N, CN(C)C=O, O=C(C=Cc1ccccc1)C=Cc1ccccc1, O=C(C=Cc1ccccc1)C=Cc1ccccc1, O=C(C=Cc1ccccc1)C=Cc1ccccc1, [Pd], [Pd]. Product: CCCc1n[nH]c(C(=O)OCC)c1C#N. Reaction SMILES: [C-:20]#[N:21].[CH2:1]([CH3:2])[O:3][C:4](=[O:5])[c:6]1[nH:7][n:8][c:9]([CH2:12][CH2:13][CH3:14])[c:10]1[I:11].[CH2:22]([N+:23]([CH2:24][CH3:25])([CH2:26][CH3:27])[CH2:28][CH3:29])[CH3:30].[Cu:15]([C:16]#[N:17])[C:18]#[N:19].[O:31]=[CH:32][N:33]([CH3:34])[CH3:35].[O:38]=[C:39]([CH:40]=[CH:41][c:42]1[cH:43][cH:44][cH:45][cH:46][cH:47]1)[CH:48]=[CH:49][c:50]1[cH:51][cH:52][cH:53][cH:54][cH:55]1.[O:56]=[C:57]([CH:58]=[CH:59][c:60]1[cH:61][cH:62][cH:63][cH:64][cH:65]1)[CH:66]=[CH:67][c:68]1[cH:69][cH:70][cH:71][cH:72][cH:73]1.[O:74]=[C:75]([CH:76]=[CH:77][c:78]1[cH:79][cH:80][cH:81][cH:82][cH:83]1)[CH:84]=[CH:85][c:86]1[cH:87][cH:88][cH:89][cH:90][cH:91]1.[Pd:36].[Pd:37]>>[CH2:1]([CH3:2])[O:3][C:4](=[O:5])[c:6]1[nH:7][n:8][c:9]([CH2:12][CH2:13][CH3:14])[c:10]1[C:16]#[N:17]. The reactants are Cl.C(C1=CC=CC=C1)OC=1C(=NC=C(C1)Br)NC=1SC=C(N1)C (3-(benzyloxy)-5-bromo-N-(4-methylthiazol-2-yl)pyridin-2-amine hydrochloride), O (water), N1=CC(=CC=C1)B(O)O (pyridin-3-ylboronic acid), C([O-])([O-])=O.[Na+].[Na+] (sodium carbonate). Reagents/catalysts: Cl[Pd]([P](C1=CC=CC=C1)(C2=CC=CC=C2)C3=CC=CC=C3)([P](C4=CC=CC=C4)(C5=CC=CC=C5)C6=CC=CC=C6)Cl (bis(triphenylphosphine)palladium(II) chloride). The solvent is COCCOC (DME). Yields the product Cl.Cl.C(C1=CC=CC=C1)OC=1C(=NC=C(C1)C=1C=NC=CC1)NC=1SC=C(N1)C (3-(Benzyloxy)-N-(4-methylthiazol-2-yl)-5-(pyridin-3-yl)pyridin-2-amine dihydrochloride). As a reaction SMILES: [ClH:1].[CH2:2]([O:9][C:10]1[C:11]([NH:17][C:18]2[S:19][CH:20]=[C:21]([CH3:23])[N:22]=2)=[N:12][CH:13]=[C:14](Br)[CH:15]=1)[C:3]1[CH:8]=[CH:7][CH:6]=[CH:5][CH:4]=1.[N:24]1[CH:29]=[CH:28][CH:27]=[C:26](B(O)O)[CH:25]=1.C(=O)([O-])[O-].[Na+].[Na+].O>COCCOC.Cl[Pd](Cl)([P](C1C=CC=CC=1)(C1C=CC=CC=1)C1C=CC=CC=1)[P](C1C=CC=CC=1)(C1C=CC=CC=1)C1C=CC=CC=1>[ClH:1].[ClH:1].[CH2:2]([O:9][C:10]1[C:11]([NH:17][C:18]2[S:19][CH:20]=[C:21]([CH3:23])[N:22]=2)=[N:12][CH:13]=[C:14]([C:26]2[CH:25]=[N:24][CH:29]=[CH:28][CH:27]=2)[CH:15]=1)[C:3]1[CH:8]=[CH:7][CH:6]=[CH:5][CH:4]=1 |f:0.1,3.4.5,9.10.11,^1:48,67|. Procedure: 3-(Benzyloxy)-5-bromo-N-(4-methylthiazol-2-yl)pyridin-2-amine (prepared according to Example 1; 0.125 g, 0.332 mmol), pyridin-3-ylboronic acid (0.0490 g, 0.399 mmol), bis(triphenylphosphine)palladium(II) chloride (0.00700 g, 0.00997 mmol), and sodium carbonate (0.106 g, 0.997 mmol) were combined in DME (10 mL), and water (5 mL) and heated overnight at 80° C. The reaction mixture was cooled and partitioned between dichloromethane and water. The layers were separated, and the organic layer was dri... Starting materials: C(CC=1C(C(=O)OC)=CC=CC1)(=O)OC (dimethyl homophthalate), BrC1=C(C=O)C=CC=C1[N+](=O)[O-] (2-bromo-3-nitrobenzaldehyde). Product: [N+](=O)([O-])C1=C2C=3C=CC=C4C3C(=CC2=CC=C1)C(=O)OC4=O (5-Nitrophenanthrene-1,10-dicarboxylic Anhydride). RXN SMILES: [C:1]([O:14]C)(=[O:13])[CH2:2][C:3]1[C:4](=[CH:9][CH:10]=[CH:11][CH:12]=1)[C:5]([O:7]C)=O.Br[C:17]1[C:24]([N+:25]([O-:27])=[O:26])=[CH:23][CH:22]=[CH:21][C:18]=1[CH:19]=O>>[N+:25]([C:24]1[CH:23]=[CH:22][CH:21]=[C:18]2[C:17]=1[C:12]1[CH:11]=[CH:10][CH:9]=[C:4]3[C:5](=[O:7])[O:14][C:1](=[O:13])[C:2](=[CH:19]2)[C:3]=13)([O-:27])=[O:26]. Procedure: As described in example 50, the following compounds were prepared from dimethyl homophthalate and 2-bromo-3-nitrobenzaldehyde (Rahman, L. K. A.; Scrowston, R. M. J. Chem. Soc. Perkin Trans. 1 1984, 385):